From a dataset of the Open Reaction Database (ORD), a public repository of structured organic reaction records. describe an organic reaction: reactants, conditions, products, and yield The reactants are O=C([O-])O, CON(C)C(=O)CCN(C)Cc1ccccc1, [Li]CCCC, [Na+], C1CCOC1. Product: CCCCC(=O)CCN(C)Cc1ccccc1. Reaction SMILES: [C:23](=[O:24])([OH:25])[O-:26].[CH2:6]([c:7]1[cH:8][cH:9][cH:10][cH:11][cH:12]1)[N:13]([CH2:14][CH2:15][C:16](=[O:17])[N:18]([O:19][CH3:20])[CH3:21])[CH3:22].[Li:1][CH2:2][CH2:3][CH2:4][CH3:5].[Na+:27].[O:28]1[CH2:29][CH2:30][CH2:31][CH2:32]1>>[CH2:2]([CH2:3][CH2:4][CH3:5])[C:16]([CH2:15][CH2:14][N:13]([CH2:6][c:7]1[cH:8][cH:9][cH:10][cH:11][cH:12]1)[CH3:22])=[O:17].